Dataset: the Open Reaction Database (ORD), a public repository of structured organic reaction records. Task: describe an organic reaction: reactants, conditions, products, and yield Reactants: BrC1=CC(=C(C(=C1)F)O)F (4-bromo-2,6-difluorophenol), C(C1=CC=CC=C1)Cl (benzylchloride), C([O-])([O-])=O.[K+].[K+] (potassium carbonate). Solvent: demethylformamide. The product is C(C1=CC=CC=C1)OC1=C(C=C(C=C1F)Br)F (4-Benzyloxy-3,5-difluorobromobenzene), oil. The yield is 80.0%. Reaction SMILES: [Br:1][C:2]1[CH:7]=[C:6]([F:8])[C:5]([OH:9])=[C:4]([F:10])[CH:3]=1.[CH2:11](Cl)[C:12]1[CH:17]=[CH:16][CH:15]=[CH:14][CH:13]=1.C(=O)([O-])[O-].[K+].[K+]>>[CH2:11]([O:9][C:5]1[C:6]([F:8])=[CH:7][C:2]([Br:1])=[CH:3][C:4]=1[F:10])[C:12]1[CH:17]=[CH:16][CH:15]=[CH:14][CH:13]=1 |f:2.3.4|. Reported procedure: A stirred mixture of 4-bromo-2,6-difluorophenol (36 g, 0.172 mole), benzylchloride (21.77 g, 0.172 mole), and potassium carbonate (25 g, 0.18 mole) in demethylformamide (300 ml) was heated at 80°-90° for four hours. After cooling, the solvent was evaporated and ether added to the residue. The insoluble inorganic salts were removed by filtration, and solvent evaporated from the filtrate. The oily residue was subjected to bulb-to-bulb vacuum distillation on Kugelrohr apparatus to give the desired ... Reaction SMILES: [Br-:30].[CH3:31][CH2:32][CH2:33][CH2:34][N+:35]([CH2:36][CH2:37][CH2:38][CH3:39])([CH2:40][CH2:41][CH2:42][CH3:43])[CH2:44][CH2:45][CH2:46][CH3:47].[CH3:48][CH2:49][O:50][CH2:51][CH3:52].[Cl:1][c:2]1[c:3]([CH:9]([CH:10]([n:11]2[n:12][cH:13][n:14][cH:15]2)[F:16])[OH:17])[cH:4][cH:5][c:6]([Cl:8])[cH:7]1.[N+:20](=[O:21])([O-:22])[c:23]1[cH:24][cH:25][c:26]([F:29])[cH:27][cH:28]1.[Na+:19].[OH-:18]>>[Cl:1][c:2]1[c:3]([CH:9]([CH:10]([n:11]2[n:12][cH:13][n:14][cH:15]2)[F:16])[O:17][c:26]2[cH:25][cH:24][c:23]([N+:20](=[O:21])[O-:22])[cH:28][cH:27]2)[cH:4][cH:5][c:6]([Cl:8])[cH:7]1. Yields the product O=[N+]([O-])c1ccc(OC(c2ccc(Cl)cc2Cl)C(F)n2cncn2)cc1. Reactants: [Br-], CCCC[N+](CCCC)(CCCC)CCCC, CCOCC, OC(c1ccc(Cl)cc1Cl)C(F)n1cncn1, O=[N+]([O-])c1ccc(F)cc1, [Na+], [OH-]. The reactants are BrCC1OCCO1, O=C([O-])[O-], CCN1CCN(c2nc(-c3ccc(O)cc3)cc3ccccc23)CC1, CN(C)C=O, [K+], [K+], O. The product is CCN1CCN(c2nc(-c3ccc(OCC4OCCO4)cc3)cc3ccccc23)CC1. Reaction SMILES: [Br:32][CH2:33][CH:34]1[O:35][CH2:36][CH2:37][O:38]1.[C:26](=[O:27])([O-:28])[O-:29].[CH2:1]([CH3:2])[N:3]1[CH2:4][CH2:5][N:6]([c:9]2[n:10][c:11](-[c:19]3[cH:20][cH:21][c:22]([OH:25])[cH:23][cH:24]3)[cH:12][c:13]3[cH:14][cH:15][cH:16][cH:17][c:18]23)[CH2:7][CH2:8]1.[CH3:40][N:41]([CH3:42])[CH:43]=[O:44].[K+:30].[K+:31].[OH2:39]>>[CH2:1]([CH3:2])[N:3]1[CH2:4][CH2:5][N:6]([c:9]2[n:10][c:11](-[c:19]3[cH:20][cH:21][c:22]([O:25][CH2:33][CH:34]4[O:35][CH2:36][CH2:37][O:38]4)[cH:23][cH:24]3)[cH:12][c:13]3[cH:14][cH:15][cH:16][cH:17][c:18]23)[CH2:7][CH2:8]1. Reactants: FC(C=1C=C(CN(C(=O)C=2C(=NC(=NC2)S(=O)(=O)C)C2=C(C=CC=C2)Br)C)C=C(C1)C(F)(F)F)(F)F (4-(2-bromo-phenyl)-2-methylsulfonyl-pyrimidine-5-carboxylic acid (3,5-bis-trifluoromethyl-benzyl)-methyl-amide), N (NH3). The solvent is CN(C=O)C (N,N-dimethylformamide). Run at time 4 hour. Yields the product FC(C=1C=C(CN(C(=O)C=2C(=NC(=NC2)N)C2=C(C=CC=C2)Br)C)C=C(C1)C(F)(F)F)(F)F (2-amino-4-(2-bromo-phenyl)-pyrimidine-5-carboxylic acid (3,5-bis-trifluoromethyl-benzyl)-methyl-amide). Yield: 77.0%. RXN SMILES: [F:1][C:2]([F:36])([F:35])[C:3]1[CH:4]=[C:5]([CH:28]=[C:29]([C:31]([F:34])([F:33])[F:32])[CH:30]=1)[CH2:6][N:7]([CH3:27])[C:8]([C:10]1[C:11]([C:20]2[CH:25]=[CH:24][CH:23]=[CH:22][C:21]=2[Br:26])=[N:12][C:13](S(C)(=O)=O)=[N:14][CH:15]=1)=[O:9].[NH3:37]>CN(C)C=O>[F:1][C:2]([F:36])([F:35])[C:3]1[CH:4]=[C:5]([CH:28]=[C:29]([C:31]([F:34])([F:33])[F:32])[CH:30]=1)[CH2:6][N:7]([CH3:27])[C:8]([C:10]1[C:11]([C:20]2[CH:25]=[CH:24][CH:23]=[CH:22][C:21]=2[Br:26])=[N:12][C:13]([NH2:37])=[N:14][CH:15]=1)=[O:9]. Procedure: To a solution of 0.42 g (0.7 mmol) 4-(2-bromo-phenyl)-2-methylsulfonyl-pyrimidine-5-carboxylic acid (3,5-bis-trifluoromethyl-benzyl)-methyl-amide in 30 ml N,N-dimethylformamide a stream of NH3 was introduced during 10 Min. The reaction solution was stirred for 4 hrs. The solvent was evaporated and the residue distributed between 20 ml CH2Cl2 and 20 ml H2O. The aqueous phase was extracted twice with 30 ml CH2Cl2. The combined organic layers were dried (MgSO4), filtered and evaporated. The residue...